Dataset: the Open Reaction Database (ORD), a public repository of structured organic reaction records. Task: describe an organic reaction: reactants, conditions, products, and yield Starting materials: N1CCNCC1 (piperazine), ClC1=NC=C(C=C1)Cl (2,5-dichloropyridine), [OH-].[Na+] (sodium hydroxide). Reaction conditions: temperature 145 celsius, time 1 hour. Product: ClC=1C=CC(=NC1)N1CCNCC1 (1-(5-Chloropyridin-2-yl)piperazine). The yield is 73.4%. As a reaction SMILES: [NH:1]1[CH2:6][CH2:5][NH:4][CH2:3][CH2:2]1.Cl[C:8]1[CH:13]=[CH:12][C:11]([Cl:14])=[CH:10][N:9]=1.[OH-].[Na+]>>[Cl:14][C:11]1[CH:12]=[CH:13][C:8]([N:1]2[CH2:6][CH2:5][NH:4][CH2:3][CH2:2]2)=[N:9][CH:10]=1 |f:2.3|. Procedure details: To piperazine (29.0 g) dissolved at 115° C. was added 2,5-dichloropyridine (5.1 g) and the mixture was stirred at 140-150° C. for 1 hr. The reaction mixture was poured into a 1N aqueous sodium hydroxide solution and extracted with ethyl acetate. The extract was washed with saturated brine and dried over anhydrous sodium sulfate. The solvent was evaporated to give the title compound (5.0 g) as a pale-brown solid. The reactants are C(C1=CC=CC=C1)N1N=C(C=C1CCC=O)CCCC (3-(1-benzyl-3-butyl-1H-pyrazol-5-yl)propanal), FC1=C(C=CC=C1)N1CCNCC1 (1-(2-fluorophenyl)piperazine), [BH-](OC(=O)C)(OC(=O)C)OC(=O)C.[Na+] (NaBH(OAc)3). The product is FC1=C(C=CC=C1)N1CCN(CC1)CCCC1CC(=NN1CC1=CC=CC=C1)CCCC (1-(2-fluorophenyl)-4-(3-(1-benzyl-3-butyl-4H-pyrazol-5-yl)propyl)piperazine). Reaction SMILES: [CH2:1]([N:8]1[C:12]([CH2:13][CH2:14][CH:15]=O)=[CH:11][C:10]([CH2:17][CH2:18][CH2:19][CH3:20])=[N:9]1)[C:2]1[CH:7]=[CH:6][CH:5]=[CH:4][CH:3]=1.[F:21][C:22]1[CH:27]=[CH:26][CH:25]=[CH:24][C:23]=1[N:28]1[CH2:33][CH2:32][NH:31][CH2:30][CH2:29]1.[BH-](OC(C)=O)(OC(C)=O)OC(C)=O.[Na+]>>[F:21][C:22]1[CH:27]=[CH:26][CH:25]=[CH:24][C:23]=1[N:28]1[CH2:33][CH2:32][N:31]([CH2:15][CH2:14][CH2:13][CH:12]2[N:8]([CH2:1][C:2]3[CH:7]=[CH:6][CH:5]=[CH:4][CH:3]=3)[N:9]=[C:10]([CH2:17][CH2:18][CH2:19][CH3:20])[CH2:11]2)[CH2:30][CH2:29]1 |f:2.3|. Reported procedure: 180 mg (84.2%) of target compound was obtained by using a method same as in Example 1 by using 3-(1-benzyl-3-butyl-1H-pyrazol-5-yl)propanal (133 mg, 0.492 mmol), 1-(2-fluorophenyl)piperazine (155 mL, 0.984 mmol), and NaBH(OAc)3 (198 mg, 0.936 mmol). Reported procedure: The title compound was made in a similar way as that of the intermediate C6, using 3-(1-hydroxyethyl)-4-phenyl-1H-isochromen-1-one (Intermediate B1, 2.6 g, 9.76 mmol), 1M PBr3 in DCM (17.5 ml, 17.5 mmol) (30 ml) at RT. The crude was purified with Biotage Silica SNAP 100 g with a gradient of hexane and AcOEt to give the title compound (1.64 g, 51%). The yield is 51.0%. Reaction SMILES: O[CH:2]([C:4]1[O:5][C:6](=[O:20])[C:7]2[C:12]([C:13]=1[C:14]1[CH:19]=[CH:18][CH:17]=[CH:16][CH:15]=1)=[CH:11][CH:10]=[CH:9][CH:8]=2)[CH3:3].P(Br)(Br)[Br:22].C(Cl)Cl>>[Br:22][CH:2]([C:4]1[O:5][C:6](=[O:20])[C:7]2[C:12]([C:13]=1[C:14]1[CH:19]=[CH:18][CH:17]=[CH:16][CH:15]=1)=[CH:11][CH:10]=[CH:9][CH:8]=2)[CH3:3]. Yields the product BrC(C)C=1OC(C2=CC=CC=C2C1C1=CC=CC=C1)=O (3-(1-Bromoethyl)-4-phenyl-1H-isochromen-1-one). Starting materials: intermediate C6, P(Br)(Br)Br (PBr3), C(Cl)Cl (DCM), OC(C)C=1OC(C2=CC=CC=C2C1C1=CC=CC=C1)=O (3-(1-hydroxyethyl)-4-phenyl-1H-isochromen-1-one), OC(C)C=1OC(C2=CC=CC=C2C1C1=CC=CC=C1)=O (3-(1-hydroxyethyl)-4-phenyl-1H-isochromen-1-one). The reactants are CN1CCNCC1, CS(C)=O, C=C1CCc2c(F)c(F)cc3c(=O)c(C(=O)O)cn1c23. Yields the product C=C1CCc2c(N3CCN(C)CC3)c(F)cc3c(=O)c(C(=O)O)cn1c23. RXN SMILES: [CH3:1][N:2]1[CH2:3][CH2:4][NH:5][CH2:6][CH2:7]1.[CH3:28][S:29](=[O:30])[CH3:31].[F:8][c:9]1[c:10]([F:27])[cH:11][c:12]2[c:13](=[O:26])[c:14]([C:23](=[O:24])[OH:25])[cH:15][n:16]3[c:21]2[c:20]1[CH2:19][CH2:18][C:17]3=[CH2:22]>>[CH3:1][N:2]1[CH2:3][CH2:4][N:5]([c:9]2[c:10]([F:27])[cH:11][c:12]3[c:13](=[O:26])[c:14]([C:23](=[O:24])[OH:25])[cH:15][n:16]4[c:21]3[c:20]2[CH2:19][CH2:18][C:17]4=[CH2:22])[CH2:6][CH2:7]1. Reactants: CS(=O)(=O)C=1SC2=C(N1)C=C(C=C2)C(F)(F)F (2-methanesulfonyl-5-trifluoromethyl-benzothiazole), N[C@H]1CN(CC1)C(=O)C1=C(C=CC=C1OC)OC (((R)-3-Amino-pyrrolidin-1-yl)-(2,6-dimethoxy-phenyl)-methanone), N[C@H]1CN(CC1)C(=O)C1=C(C=CC=C1OC)OC (((R)-3-Amino-pyrrolidin-1-yl)-(2,6-dimethoxy-phenyl)-methanone). Product: COC1=C(C(=CC=C1)OC)C(=O)N1C[C@@H](CC1)NC=1SC2=C(N1)C=C(C=C2)C(F)(F)F ((2,6-Dimethoxy-phenyl)-[(R)-3-(5-trifluoromethyl-benzothiazol-2-ylamino)-pyrrolidin-1-yl]-methanone). Reaction SMILES: CS([C:5]1[S:6][C:7]2[CH:13]=[CH:12][C:11]([C:14]([F:17])([F:16])[F:15])=[CH:10][C:8]=2[N:9]=1)(=O)=O.[NH2:18][C@@H:19]1[CH2:23][CH2:22][N:21]([C:24]([C:26]2[C:31]([O:32][CH3:33])=[CH:30][CH:29]=[CH:28][C:27]=2[O:34][CH3:35])=[O:25])[CH2:20]1>>[CH3:35][O:34][C:27]1[CH:28]=[CH:29][CH:30]=[C:31]([O:32][CH3:33])[C:26]=1[C:24]([N:21]1[CH2:22][CH2:23][C@@H:19]([NH:18][C:5]2[S:6][C:7]3[CH:13]=[CH:12][C:11]([C:14]([F:17])([F:16])[F:15])=[CH:10][C:8]=3[N:9]=2)[CH2:20]1)=[O:25]. Reported procedure: In analogy to the procedure described for example 202, step 4, the title compound was prepared from 2-methanesulfonyl-5-trifluoromethyl-benzothiazole and ((R)-3-Amino-pyrrolidin-1-yl)-(2,6-dimethoxy-phenyl)-methanone (Intermediate 5). (M+H+) 452.2. Starting materials: C27H26N6O3, C(C)(=O)OCC.C(C)O.N (ethyl acetate ethanol ammonia), C(#N)C1=CC=C(C=C1)CCC1=NC=2C(=NC=C(C2)C(=O)N2C(CC3=CC=CC=C23)C(=O)OC)N1C (2-[2-(4-cyanophenyl)ethyl]-3-methyl-6-(2-methoxycarbonyl-2,3-dihydroindol-1-yl-carbonyl)imidazo[4,5-b]pyridine), Cl (hydrochloric acid), C([O-])([O-])=O.[NH4+].[NH4+] (ammonium carbonate). The solvent is CO (methanol). Yields the product Cl.C(N)(=N)C1=CC=C(C=C1)CCC1=NC=2C(=NC=C(C2)C(=O)N2C(CC3=CC=CC=C23)C(=O)OC)N1C (2-[2-(4-amidinophenyl)ethyl]-3-methyl-6-(2-methoxycarbonyl-2,3-dihydroindol-1-yl-carbonyl)imidazo[4,5-b]pyridine hydrochloride). The yield is 20.0%. Reaction SMILES: [C:1]([C:3]1[CH:8]=[CH:7][C:6]([CH2:9][CH2:10][C:11]2[N:34]([CH3:35])[C:14]3=[N:15][CH:16]=[C:17]([C:19]([N:21]4[C:29]5[C:24](=[CH:25][CH:26]=[CH:27][CH:28]=5)[CH2:23][CH:22]4[C:30]([O:32][CH3:33])=[O:31])=[O:20])[CH:18]=[C:13]3[N:12]=2)=[CH:5][CH:4]=1)#[N:2].[ClH:36].C(=O)([O-])[O-].[NH4+:41].[NH4+].C(OCC)(=O)C.C(O)C.N>CO>[ClH:36].[C:1]([C:3]1[CH:8]=[CH:7][C:6]([CH2:9][CH2:10][C:11]2[N:34]([CH3:35])[C:14]3=[N:15][CH:16]=[C:17]([C:19]([N:21]4[C:29]5[C:24](=[CH:25][CH:26]=[CH:27][CH:28]=5)[CH2:23][CH:22]4[C:30]([O:32][CH3:33])=[O:31])=[O:20])[CH:18]=[C:13]3[N:12]=2)=[CH:5][CH:4]=1)(=[NH:41])[NH2:2] |f:2.3.4,5.6.7,9.10|. Procedure: Prepared analogously to Example 1 from 2-[2-(4-cyanophenyl)ethyl]-3-methyl-6-(2-methoxycarbonyl-2,3-dihydroindol-1-yl-carbonyl)imidazo[4,5-b]pyridine, methanolic hydrochloric acid, methanol, and ammonium carbonate. Yield: 20% of theory, C27H26N6O3 (482.54); Rf value: 0.30 (silica gel; ethyl acetate/ethanol/ammonia=50:45:5); EKA mass spectrum: (M+H)+=483. RXN SMILES: [Br:27][N:28]1[C:29](=[O:30])[CH2:31][CH2:32][C:33]1=[O:34].[C:22](=[O:23])([OH:24])[O-:25].[CH2:35]1[O:36][CH2:37][CH2:38][CH2:39]1.[CH3:1][Si:2]([O:3][C:4]([CH2:5][CH:6]1[CH2:7][CH2:8][N:9]([C:12](=[O:13])[O:14][C:15]([CH3:16])([CH3:17])[CH3:18])[CH2:10][CH2:11]1)=[CH2:19])([CH3:20])[CH3:21].[Na+:26]>>[CH2:3]([C:4]([CH2:5][CH:6]1[CH2:7][CH2:8][N:9]([C:12](=[O:13])[O:14][C:15]([CH3:16])([CH3:17])[CH3:18])[CH2:10][CH2:11]1)=[O:19])[Br:27]. Yields the product CC(C)(C)OC(=O)N1CCC(CC(=O)CBr)CC1. The reactants are O=C1CCC(=O)N1Br, O=C([O-])O, C1CCOC1, C=C(CC1CCN(C(=O)OC(C)(C)C)CC1)O[Si](C)(C)C, [Na+]. The reactants are Cn1nnc(-c2ccc(Br)cn2)n1, ClCCCl, O=C(OO)c1cccc(Cl)c1. The product is Cn1nnc(-c2ccc(Br)c[n+]2[O-])n1. Reaction SMILES: [Br:1][c:2]1[cH:3][cH:4][c:5](-[c:8]2[n:9][n:10][n:11]([CH3:13])[n:12]2)[n:6][cH:7]1.[Cl:25][CH2:26][CH2:27][Cl:28].[OH:14][O:15][C:16]([c:17]1[cH:18][c:19]([Cl:20])[cH:21][cH:22][cH:23]1)=[O:24]>>[Br:1][c:2]1[cH:3][cH:4][c:5](-[c:8]2[n:9][n:10][n:11]([CH3:13])[n:12]2)[n+:6]([O-:14])[cH:7]1. Run at time 8 hour. RXN SMILES: [CH3:1][P:2]([CH3:10])[C:3]1[CH:8]=[CH:7][C:6]([CH3:9])=[CH:5][CH:4]=1.[OH:11]O>C(Cl)Cl>[CH3:1][P:2]([CH3:10])([C:3]1[CH:8]=[CH:7][C:6]([CH3:9])=[CH:5][CH:4]=1)=[O:11]. The solvent is C(Cl)Cl (DCM), ice water. Starting materials: CP(C1=CC=C(C=C1)C)C (dimethyl-p-tolyl phosphane), OO (hydrogen peroxide). Yields the product CP(=O)(C1=CC=C(C=C1)C)C (1-(Dimethyl-phosphinoyl)-4-methyl-benzene). Reported procedure: To a solution of dimethyl-p-tolyl phosphane (25 g, 0.165 mol) (1a) in diclholoromethane (DCM) (50 mL) was added an aqueous solution of hydrogen peroxide (10%, 60 mL, 0.176 mol) in drops. This is an exothermic reaction so the flask was cooled in ice water during the addition. After the addition the reaction was allowed to stir at rt overnight until the HPLC showed no starting material (18 h). From the resulting reaction mixture the organic phase was separated and the aqueous phase was extracted w...